This data is from the Open Reaction Database (ORD), a public repository of structured organic reaction records. The task is: describe an organic reaction: reactants, conditions, products, and yield Starting materials: ClC=1C=C(C(=O)O)C=CC1 (meta-chlorobenzoic acid), BrC=1C=C(C=CC1)OC (meta-bromoanisole), C(CCC)[Li] (butyl-lithium). The solvent is CCOCC (ether), CCOCC (ether), C1CCOC1 (THF). Conditions: temperature -20 celsius, time 2 hour. Yields the product ClC=1C=C(C=CC1)C(C1=CC(=CC=C1)OC)=O (3'-chloro-3-methoxybenzophenone). Isolated yield 105.4%. Reaction SMILES: C([Li])CCC.Br[C:7]1[CH:8]=[C:9]([O:13][CH3:14])[CH:10]=[CH:11][CH:12]=1.[Cl:15][C:16]1[CH:17]=[C:18]([CH:22]=[CH:23][CH:24]=1)[C:19](O)=[O:20]>CCOCC.C1COCC1>[Cl:15][C:16]1[CH:17]=[C:18]([C:19](=[O:20])[C:7]2[CH:12]=[CH:11][CH:10]=[C:9]([O:13][CH3:14])[CH:8]=2)[CH:22]=[CH:23][CH:24]=1. Procedure details: 0.2 mol of butyl-lithium (a suspension in ether, containing 1.8 mol/liter) is placed in a 500 cm3 flask; it is cooled to -20° C. and 37.4 g (0.2 mol) of meta-bromoanisole diluted with 50 cm3 of anhydrous ether are added dropwise; when the addition has ended, the mixture is stirred for 10 to 15 minutes at the same temperature and 15.7 g (0.1 mol) of meta-chlorobenzoic acid dissolved in the minimum amount of THF are added dropwise; the temperature is allowed to return to ambient temperature and th... Reaction SMILES: C(=O)([O-])[O-].[K+].[K+].O.[F:8][C:9]1[CH:33]=[C:32]([Br:34])[CH:31]=[CH:30][C:10]=1[CH2:11][N:12]1[N:21]=[C:20]([CH2:22][C:23]([O:25]CC)=[O:24])[C:19]2[C:14](=[C:15]([F:28])[CH:16]=[CH:17][CH:18]=2)[C:13]1=[O:29]>O1CCOCC1>[F:8][C:9]1[CH:33]=[C:32]([Br:34])[CH:31]=[CH:30][C:10]=1[CH2:11][N:12]1[N:21]=[C:20]([CH2:22][C:23]([OH:25])=[O:24])[C:19]2[C:14](=[C:15]([F:28])[CH:16]=[CH:17][CH:18]=2)[C:13]1=[O:29] |f:0.1.2|. Starting materials: C([O-])([O-])=O.[K+].[K+] (potassium carbonate), O (water), FC1=C(CN2C(C3=C(C=CC=C3C(=N2)CC(=O)OCC)F)=O)C=CC(=C1)Br (ethyl 2-(2-fluoro-4-bromobenzyl)-8-fluoro-1,2-dihydro-1-oxophthalazin-4-ylacetate). The yield is 53.4%. Procedure details: A mixture of potassium carbonate (1.5 g.), water (16 ml.), dioxan (50 ml.) and ethyl 2-(2-fluoro-4-bromobenzyl)-8-fluoro-1,2-dihydro-1-oxophthalazin-4-ylacetate (1.0 g.) was heated under reflux for 24 hours, and then evaporated. The residue was dissolved in water (100 ml.) and the solution washed with ether (2×100 ml.). The aqueous phase was acidified to pH 2 by addition of concentrated hydrochloric acid. The solid which formed was collected by filtration, washed with water, and recrystallised f... Yields the product FC1=C(CN2C(C3=C(C=CC=C3C(=N2)CC(=O)O)F)=O)C=CC(=C1)Br (2-(2-fluoro-4-bromobenzyl)-8-fluoro-1,2-dihydro-1-oxophthalazin-4-ylacetic acid). Run in O1CCOCC1 (dioxan). Reactants: ( II ), sodium salts, C(#N)CC(C(=O)OCC)=O (ethyl cyanopyruvate), FC1=C(CNN)C=CC=C1 (2-fluorobenzylhydrazine). Solvent: O1CCOCC1 (dioxane). Yields the product NC1=CC(=NN1CC1=C(C=CC=C1)F)C(=O)OCC (ethyl 5-amino-1-(2-fluorobenzyl)pyrazole-3-carboxylate). As a reaction SMILES: [C:1]([CH2:3][C:4](=O)[C:5]([O:7][CH2:8][CH3:9])=[O:6])#[N:2].[F:11][C:12]1[CH:20]=[CH:19][CH:18]=[CH:17][C:13]=1[CH2:14][NH:15][NH2:16]>O1CCOCC1>[NH2:2][C:1]1[N:15]([CH2:14][C:13]2[CH:17]=[CH:18][CH:19]=[CH:20][C:12]=2[F:11])[N:16]=[C:4]([C:5]([O:7][CH2:8][CH3:9])=[O:6])[CH:3]=1. Procedure details: The compound of the formula (II) is obtainable in a multi-stage synthesis from the sodium salts of ethyl cyanopyruvate, which is known from the literature (Borsche and Manteuffel, Liebigs. Ann. Chem. 1934, 512, 97). By reaction thereof with 2-fluorobenzylhydrazine with heating and under a protective gas atmosphere in an inert solvent such as dioxane, ethyl 5-amino-1-(2-fluorobenzyl)pyrazole-3-carboxylate is obtained, which cyclizes by means of reaction with dimethylaminoacrolein in the acidic me... Starting materials: [N+](=O)([O-])C1=C(C(=CC(=C1)C(F)(F)F)[N+](=O)[O-])OC=1C=C2CCC(OC2=CC1)C1=CC=CC=C1 (2,6-Dinitro-1-(2-phenylchroman-6-yloxy)-4-trifluoromethylbenzene), diamino, C1(=CC=CC=C1)C1OC2=CC=C(C=C2CC1)OC1=C(N)C=CC=C1 (2-(2-phenylchroman-6-yloxy)-aniline). Reagents/catalysts: [Zn] (zinc). Solvent: C(C)(=O)O (acetic acid). Yields the product NC=1C(=C(N)C=C(C1)C(F)(F)F)OC=1C=C2CCC(OC2=CC1)C1=CC=CC=C1 (3-Amino-5-(trifluoromethyl)-2-(2-phenylchroman-6-yloxy)-aniline). Reaction SMILES: [N+:1]([C:4]1[CH:9]=[C:8]([C:10]([F:13])([F:12])[F:11])[CH:7]=[C:6]([N+:14]([O-])=O)[C:5]=1[O:17][C:18]1[CH:19]=[C:20]2[C:25](=[CH:26][CH:27]=1)[O:24][CH:23]([C:28]1[CH:33]=[CH:32][CH:31]=[CH:30][CH:29]=1)[CH2:22][CH2:21]2)([O-])=O.C1(C2CCC3C(=CC=C(OC4C=CC=CC=4N)C=3)O2)C=CC=CC=1>[Zn].C(O)(=O)C>[NH2:14][C:6]1[C:5]([O:17][C:18]2[CH:19]=[C:20]3[C:25](=[CH:26][CH:27]=2)[O:24][CH:23]([C:28]2[CH:33]=[CH:32][CH:31]=[CH:30][CH:29]=2)[CH2:22][CH2:21]3)=[C:4]([CH:9]=[C:8]([C:10]([F:12])([F:13])[F:11])[CH:7]=1)[NH2:1]. Procedure details: 2,6-Dinitro-1-(2-phenylchroman-6-yloxy)-4-trifluoromethylbenzene (0.198 g; 0.43 mmol) was reduced to corresponding diamino compound as described for 2-(2-phenylchroman-6-yloxy)-aniline in Example 29 except that 25 ml of glacial acetic acid and 1.525 g of metallic zinc powder were used. Product was purified by column chromatography (100% CH2Cl2 as the eluant). 1H-NMR (400 MHz; d6-DMSO): δ 7.45-7.28 (m, 5H), 6.76 (d, 1H, J=8.8 Hz), 6.65 (dd, 1H, J=8.7 Hz, J=3.0 Hz), 6.62 (d, 1H, J=2.8 Hz), 5.04 (d... Reactants: COC1CN(C(=O)OCc2ccccc2)CC1OC, CO. Yields the product COC1CNCC1OC. Reaction SMILES: [CH2:1]([O:2][C:3](=[O:4])[N:11]1[CH2:12][CH:13]([O:18][CH3:19])[CH:14]([O:16][CH3:17])[CH2:15]1)[c:5]1[cH:6][cH:7][cH:8][cH:9][cH:10]1.[CH3:20][OH:21]>>[NH:11]1[CH2:12][CH:13]([O:18][CH3:19])[CH:14]([O:16][CH3:17])[CH2:15]1.